From a dataset of the Open Reaction Database (ORD), a public repository of structured organic reaction records. describe an organic reaction: reactants, conditions, products, and yield The reactants are FC=1C=C2C=CC=[N+](C2=CC1)[O-] (6-Fluoroquinoline 1-oxide), C(C)(=O)OC(C)=O (acetic anhydride). Conditions: time 8 hour. The product is FC=1C=C2C=CC(NC2=CC1)=O (6-Fluoroquinolin-2(1H)-one). Reaction SMILES: [F:1][C:2]1[CH:3]=[C:4]2[C:9](=[CH:10][CH:11]=1)[N+:8]([O-])=[CH:7][CH:6]=[CH:5]2.C(OC(=O)C)(=[O:15])C>>[F:1][C:2]1[CH:3]=[C:4]2[C:9](=[CH:10][CH:11]=1)[NH:8][C:7](=[O:15])[CH:6]=[CH:5]2. Reported procedure: A solution of 6-fluoroquinoline 1-oxide from Step B (5.0 g, 30.65 mmol) in acetic anhydride (30 mL) is heated at 110° C. for 6.5 hours. The reaction is allowed to stand at room temperature overnight. The solid (1.1 g) is collected and recrystallized from anhydrous ethanol (75 mL). The reddish crystals are collected by filtration and dried under high vacuum to give the title compound (0.653 g), m.p. dec. 269–270° C.